Dataset: the Open Reaction Database (ORD), a public repository of structured organic reaction records. Task: describe an organic reaction: reactants, conditions, products, and yield Starting materials: CO, ClCc1cccc2ccccc12, [Mn], [Na+], [Na+], O=S([O-])S(=O)[O-]. Yields the product O=C(O)Cc1cccc2ccccc12. As a reaction SMILES: [CH3:21][OH:22].[Cl:1][CH2:2][c:3]1[cH:4][cH:5][cH:6][c:7]2[cH:8][cH:9][cH:10][cH:11][c:12]12.[Mn:23].[Na+:19].[Na+:20].[S:13](=[O:14])([S:15]([O-:16])=[O:17])[O-:18]>>[CH2:2]([c:3]1[cH:4][cH:5][cH:6][c:7]2[cH:8][cH:9][cH:10][cH:11][c:12]12)[C:21]([OH:14])=[O:22]. Reactants: C1CCOC1, COC(=O)C(CC1CCCC1)n1cnc(S(=O)(=O)N(C)C)c1, Cl, [Li+], [OH-], O, O. Yields the product CN(C)S(=O)(=O)c1cn(C(CC2CCCC2)C(=O)O)cn1. Reaction SMILES: [CH2:28]1[O:29][CH2:30][CH2:31][CH2:32]1.[CH3:1][O:2][C:3]([CH:4]([CH2:5][CH:6]1[CH2:7][CH2:8][CH2:9][CH2:10]1)[n:11]1[cH:12][n:13][c:14]([S:16]([N:17]([CH3:18])[CH3:19])(=[O:20])=[O:21])[cH:15]1)=[O:22].[ClH:27].[Li+:26].[OH-:25].[OH2:23].[OH2:24]>>[O:2]=[C:3]([CH:4]([CH2:5][CH:6]1[CH2:7][CH2:8][CH2:9][CH2:10]1)[n:11]1[cH:12][n:13][c:14]([S:16]([N:17]([CH3:18])[CH3:19])(=[O:20])=[O:21])[cH:15]1)[OH:22]. Starting materials: COC(C1=C(C=CC(=C1)S(=O)(=O)C)OCC1CCC1)=O (2-cyclobutylmethoxy-5-methanesulfonyl-benzoic acid methyl ester), [OH-].[Na+] (NaOH), Cl (HCl). Run in O1CCCC1 (tetrahydrofuran). Conditions: temperature 60 celsius, time 2 hour. Yields the product C1(CCC1)COC1=C(C(=O)O)C=C(C=C1)S(=O)(=O)C (2-Cyclobutylmethoxy-5-methanesulfonyl-benzoic acid). The yield is 40.0%. RXN SMILES: C[O:2][C:3](=[O:20])[C:4]1[CH:9]=[C:8]([S:10]([CH3:13])(=[O:12])=[O:11])[CH:7]=[CH:6][C:5]=1[O:14][CH2:15][CH:16]1[CH2:19][CH2:18][CH2:17]1.[OH-].[Na+].Cl>O1CCCC1>[CH:16]1([CH2:15][O:14][C:5]2[CH:6]=[CH:7][C:8]([S:10]([CH3:13])(=[O:12])=[O:11])=[CH:9][C:4]=2[C:3]([OH:20])=[O:2])[CH2:19][CH2:18][CH2:17]1 |f:1.2|. Reported procedure: To 6.51 mmol 2-cyclobutylmethoxy-5-methanesulfonyl-benzoic acid methyl ester in 20 ml tetrahydrofuran was added 40 mmol 2 N aq NaOH solution and the reaction mixture was stirred at 60° C. for 2 hours. After such time the reaction mixture was acidified by addition of concentrated HCl and extracted twice with dichloromethane. The combined organic phases were dried over sodium sulfate and concentrated in vacuo. The residue was triturated in ether to give the title compound as a white solid (40% ove... The reactants are COC1=CC2=C(C=C3C(C(=CNC3=C2)C#N)=O)C=C1 (8-methoxy-4-oxo-1,4-dihydrobenzo[g]quinoline-3-carbonitrile), P(=O)(Cl)(Cl)Cl (phosphorus oxychloride). Reagents/catalysts: CN(C=O)C (N,N-dimethylformamide). Yields the product ClC1=C(C=NC2=CC3=C(C=C12)C=CC(=C3)OC)C#N (4-chloro-8-methoxy-benzo[g]quinoline-3-carbonitrile). Yield: 81.6%. RXN SMILES: [CH3:1][O:2][C:3]1[CH:19]=[CH:18][C:6]2[CH:7]=[C:8]3[C:13](=[CH:14][C:5]=2[CH:4]=1)[NH:12][CH:11]=[C:10]([C:15]#[N:16])[C:9]3=O.P(Cl)(Cl)([Cl:22])=O>CN(C)C=O>[Cl:22][C:9]1[C:8]2[C:13](=[CH:14][C:5]3[CH:4]=[C:3]([O:2][CH3:1])[CH:19]=[CH:18][C:6]=3[CH:7]=2)[N:12]=[CH:11][C:10]=1[C:15]#[N:16]. Reported procedure: According to the procedure of example 101, 446.7 mg (1.8 mmol) of 8-methoxy-4-oxo-1,4-dihydrobenzo[g]quinoline-3-carbonitrile is refluxed in 102 mL of phosphorus oxychloride and 4 drops of N,N-dimethylformamide (DMF) for 1.5 hours to give 389.0 mg (81.6%) of 4-chloro-8-methoxy-benzo[g]quinoline-3-carbonitrile as a bright yellow solid, mp 258-260° C. RXN SMILES: [Cl:22][CH2:23][Cl:24].[O:25]1[CH2:26][CH2:27][CH2:28][CH2:29]1.[c:1]1(-[c:7]2[cH:8][n:9][n:10]([S:12]([c:13]3[cH:14][cH:15][c:16]([CH3:17])[cH:18][cH:19]3)(=[O:20])=[O:21])[cH:11]2)[cH:2][cH:3][cH:4][cH:5][cH:6]1>>[c:1]1(-[c:7]2[cH:8][n:9][nH:10][cH:11]2)[cH:2][cH:3][cH:4][cH:5][cH:6]1. Product: c1ccc(-c2cn[nH]c2)cc1. Starting materials: ClCCl, C1CCOC1, Cc1ccc(S(=O)(=O)n2cc(-c3ccccc3)cn2)cc1. Procedure: To 50 ml of butanol into which hydrogen chloride gas was introduced beforehand for about 10 minutes, was added 2 g of caffeic acid. The resulting mixture was heated at 90° to 100° C. and stirred for 3 hours. The reaction product was concentrated under a reduced pressure, and the residue obtained was purified by means of chromatography and then recrystallized from ether/hexane to give 1.4 g of caffeic acid butyl ester. Conditions: time 3 hour. As a reaction SMILES: Cl.[C:2]([OH:14])(=[O:13])/[CH:3]=[CH:4]/[C:5]1[CH:12]=[CH:11][C:9]([OH:10])=[C:7]([OH:8])[CH:6]=1>C(O)CCC>[CH2:2]([O:13][C:2](=[O:14])/[CH:3]=[CH:4]/[C:5]1[CH:12]=[CH:11][C:9]([OH:10])=[C:7]([OH:8])[CH:6]=1)[CH2:3][CH2:4][CH3:5]. Isolated yield 106.8%. Starting materials: Cl (hydrogen chloride), C(\C=C\C1=CC(O)=C(O)C=C1)(=O)O (caffeic acid). Product: C(CCC)OC(\C=C\C1=CC(O)=C(O)C=C1)=O (caffeic acid butyl ester). The solvent is C(CCC)O (butanol). Starting materials: ClCCl, O=C(Cl)C(=O)Cl, Cn1nnnc1C(C(=O)O)=C(c1ccc(F)cc1)c1ccc(F)cc1. The product is Cn1nnnc1C(C(=O)Cl)=C(c1ccc(F)cc1)c1ccc(F)cc1. RXN SMILES: [CH2:32]([Cl:33])[Cl:34].[Cl:26][C:27]([C:28]([Cl:29])=[O:30])=[O:31].[F:1][c:2]1[cH:3][cH:4][c:5]([C:8](=[C:9]([C:10](=[O:11])[OH:12])[c:13]2[n:14][n:15][n:16][n:17]2[CH3:18])[c:19]2[cH:20][cH:21][c:22]([F:25])[cH:23][cH:24]2)[cH:6][cH:7]1>>[F:1][c:2]1[cH:3][cH:4][c:5]([C:8](=[C:9]([C:10](=[O:11])[Cl:26])[c:13]2[n:14][n:15][n:16][n:17]2[CH3:18])[c:19]2[cH:20][cH:21][c:22]([F:25])[cH:23][cH:24]2)[cH:6][cH:7]1. The reactants are Cl.FC1=CC=C(C=C1)C1CNC(C12CCNCC2)=O (4-(4-fluorophenyl)-2,8-diazaspiro[4.5]decan-1-one hydrochloride), [OH-].[Na+] (NaOH). The solvent is CCOC(=O)C (EtOAc). Yields the product FC1=CC=C(C=C1)C1CNC(C12CCNCC2)=O (4-(4-fluorophenyl)-2,8-diazaspiro[4.5]decan-1-one). The yield is 316.4%. RXN SMILES: Cl.[F:2][C:3]1[CH:8]=[CH:7][C:6]([CH:9]2[C:13]3([CH2:18][CH2:17][NH:16][CH2:15][CH2:14]3)[C:12](=[O:19])[NH:11][CH2:10]2)=[CH:5][CH:4]=1.[OH-].[Na+]>CCOC(C)=O>[F:2][C:3]1[CH:8]=[CH:7][C:6]([CH:9]2[C:13]3([CH2:14][CH2:15][NH:16][CH2:17][CH2:18]3)[C:12](=[O:19])[NH:11][CH2:10]2)=[CH:5][CH:4]=1 |f:0.1,2.3|. Reported procedure: To 3.5 g (3.5 mmol) of 4-(4-fluorophenyl)-2,8-diazaspiro[4.5]decan-1-one hydrochloride was added EtOAc and 10% aqueous NaOH until dissolution occurred. The layers were separated and the aqueous layer was further extracted with ethyl acetate and DCM. The combined organic layers were dried over MgSO4 and filtered. The solvents were removed under reduced pressure to give 2.75 g (90%) of 4-(4-fluorophenyl)-2,8-diazaspiro[4.5]decan-1-one as a foamy white solid: 1HNMR (400 MHz, DMSO-d6) δ ppm 7.73 (s,... The reactants are S1C(=CC=C1)C(=O)N=C=O (Thiophene-2-carbonyl isocyanate), C(#N)C1NC1 (2-cyanoaziridine). The solvent is C1(=CC=CC=C1)C (toluene), C1(=CC=CC=C1)C (toluene). Run at time 1 hour. Product: S1C(=CC=C1)C(=O)NC(=O)N1C(C1)C#N (1-(N-2-Thiophene-carbonyl-carbamoyl)-2-cyanoaziridine). Reaction SMILES: [S:1]1[CH:5]=[CH:4][CH:3]=[C:2]1[C:6]([N:8]=[C:9]=[O:10])=[O:7].[C:11]([CH:13]1[CH2:15][NH:14]1)#[N:12]>C1(C)C=CC=CC=1>[S:1]1[CH:5]=[CH:4][CH:3]=[C:2]1[C:6]([NH:8][C:9]([N:14]1[CH2:15][CH:13]1[C:11]#[N:12])=[O:10])=[O:7]. Procedure details: 2.76 g. Thiophene-2-carbonyl isocyanate are dissolved in 45 ml. anhydrous toluene and mixed dropwise, while stirring, at 20° to 30° C. with a solution of 1.22 g. 2-cyanoaziridine in 30 ml. toluene. Stirring is continued for 1 hour at ambient temperature and the precipitate obtained is filtered off with suction, washed with toluene and subsequently triturated with diethyl ether. There are thus obtained 3.4 g. 1-(N-2-thiophene-carbonyl-carbamoyl)-2-cyanoaziridine; m.p. 156°-160° C., which still co... Starting materials: [OH-].[Na+] (sodium hydroxide), N(=[N+]=[N-])C1=CC=C(C=O)C=C1 (4-Azidobenzaldehyde), C(CC)=O (propionaldehyde), C(C)(C)O (isopropyl alcohol), C(CC)=O (Propionaldehyde), resultant mixture. Run in O (water), O (water). Conditions: time 2 hour. Yields the product N(=[N+]=[N-])C1=CC(=C(C=CC=O)C=C1)C (p-azido-2-methylcinnamaldehyde). Yield: 61.8%. RXN SMILES: [N:1]([C:4]1[CH:11]=[CH:10][C:7]([CH:8]=O)=[CH:6][CH:5]=1)=[N+:2]=[N-:3].[CH:12](=[O:15])[CH2:13]C.[OH-].[Na+].[CH:18](O)(C)C>O>[N:1]([C:4]1[CH:11]=[CH:10][C:7]([CH:8]=[CH:13][CH:12]=[O:15])=[C:6]([CH3:18])[CH:5]=1)=[N+:2]=[N-:3] |f:2.3|. Reported procedure: 4-Azidobenzaldehyde (29.42 g, 0.2 mol) and propionaldehyde (12.22 g, 0.2 mol) were dissolved in a solvent mixture of isopropyl alcohol (100 g) and pure water (50 g). Under cooling in an ice bath, sodium hydroxide (2 g) dissolved in pure water (20 g) was added to the solution, and the mixture was stirred for two hours. Propionaldehyde (12.22 g, 0.2 mol) was added again to the mixture, and the resultant mixture was stirred for a further three hours. The formed precipitates were collected through f...